From a dataset of the Open Reaction Database (ORD), a public repository of structured organic reaction records. describe an organic reaction: reactants, conditions, products, and yield The reactants are C(C)OC(C1=CC(=CC=C1)SC1=C(NC2=CC(=CC=C12)Cl)C)=O (3-(6-chloro-2-methyl-1H-indol-3-ylsulfanyl)-benzoic acid ethyl ester), BrC=1C=NN(C1)CC1=CC=CC=C1 (4-bromo-1-benzylpyrazole). Yields the product C(C)OC(C1=CC(=CC=C1)SC1=C(N(C2=CC(=CC=C12)Cl)C=1C=NN(C1)CC1=CC=CC=C1)C)=O (3-[1-(1-Benzyl-1H-pyrazol-4-yl)-6-chloro-2-methyl-1H-indol-3-ylsulfanyl]-benzoic acid ethyl ester). RXN SMILES: [CH2:1]([O:3][C:4](=[O:23])[C:5]1[CH:10]=[CH:9][CH:8]=[C:7]([S:11][C:12]2[C:20]3[C:15](=[CH:16][C:17]([Cl:21])=[CH:18][CH:19]=3)[NH:14][C:13]=2[CH3:22])[CH:6]=1)[CH3:2].Br[C:25]1[CH:26]=[N:27][N:28]([CH2:30][C:31]2[CH:36]=[CH:35][CH:34]=[CH:33][CH:32]=2)[CH:29]=1>>[CH2:1]([O:3][C:4](=[O:23])[C:5]1[CH:10]=[CH:9][CH:8]=[C:7]([S:11][C:12]2[C:20]3[C:15](=[CH:16][C:17]([Cl:21])=[CH:18][CH:19]=3)[N:14]([C:25]3[CH:26]=[N:27][N:28]([CH2:30][C:31]4[CH:36]=[CH:35][CH:34]=[CH:33][CH:32]=4)[CH:29]=3)[C:13]=2[CH3:22])[CH:6]=1)[CH3:2]. Procedure: Prepared according to the procedure described in Example 55, Step 2 using the following starting materials: 3-(6-chloro-2-methyl-1H-indol-3-ylsulfanyl)-benzoic acid ethyl ester and 4-bromo-1-benzylpyrazole. Starting materials: O (Water), ClC=1C(=CC(=C(N)C1)[N+](=O)[O-])C(F)(F)F (5-chloro-2-nitro-4-(trifluoromethyl)aniline), CC(C)([O-])C.[K+] (potassium t-butoxide), OC1=CC=C(C=O)C=C1 (4-hydroxybenzaldehyde). The solvent is CN(C=O)C (dimethylformamide). Yields the product NC=1C(=CC(=C(C1)OC1=CC=C(C=O)C=C1)C(F)(F)F)[N+](=O)[O-] (4-{[5-amino-4-nitro-2-(trifluoromethyl)phenyl]oxy}benzaldehyde). Isolated yield 74.5%. Reaction SMILES: Cl[C:2]1[C:3]([C:12]([F:15])([F:14])[F:13])=[CH:4][C:5]([N+:9]([O-:11])=[O:10])=[C:6]([CH:8]=1)[NH2:7].CC(C)([O-])C.[K+].[OH:22][C:23]1[CH:30]=[CH:29][C:26]([CH:27]=[O:28])=[CH:25][CH:24]=1.O>CN(C)C=O>[NH2:7][C:6]1[C:5]([N+:9]([O-:11])=[O:10])=[CH:4][C:3]([C:12]([F:15])([F:14])[F:13])=[C:2]([O:22][C:23]2[CH:30]=[CH:29][C:26]([CH:27]=[O:28])=[CH:25][CH:24]=2)[CH:8]=1 |f:1.2|. Procedure: A solution of 5-chloro-2-nitro-4-(trifluoromethyl)aniline (0.240 g, 1.00 mmol), potassium t-butoxide (0.135 g, 1.2 mmol), and 4-hydroxybenzaldehyde (0.147 g, 1.2 mmol) in dimethylformamide (5 mL) was heated to 80 degrees Centigrade for 6 hours and then cooled. Water was added and the organics extracted using ethyl acetate (2×50 mL). The combined organics were then washed once in brine and then dried (Na2SO4), filtered and concentrated. Chromatography on silica gel using a gradient of 30%-40% eth...